From a dataset of the Open Reaction Database (ORD), a public repository of structured organic reaction records. describe an organic reaction: reactants, conditions, products, and yield Reactants: COC(=O)c1ccc(Br)cc1O, Cl, NO, [Na+], C1COCCO1, [OH-], O. RXN SMILES: [Br:1][c:2]1[cH:3][c:4]([OH:12])[c:5]([C:6](=[O:7])[O:8][CH3:9])[cH:10][cH:11]1.[ClH:13].[NH2:14][OH:15].[Na+:17].[O:18]1[CH2:19][CH2:20][O:21][CH2:22][CH2:23]1.[OH-:16].[OH2:24]>>[Br:1][c:2]1[cH:3][c:4]([OH:12])[c:5]([C:6](=[O:7])[NH:14][OH:15])[cH:10][cH:11]1. Product: O=C(NO)c1ccc(Br)cc1O. The reactants are C1(=CC=CC=C1)C=1N=C(NC1)CC=1C=2CC3=C(NC(C=4N3C=C(N4)C(=O)OCC)=O)C2C=CC1 (ethyl 9-(4-phenyl-1H-imidazol-2-ylmethyl)-4,5-dihydro-4-oxo-10H-imidazo[1,2-a]indeno[1,2-e]pyrazine-2-carboxylate), Cl (hydrochloric acid). The solvent is C(C)(=O)O (acetic acid). Yields the product C1(=CC=CC=C1)C=1N=C(NC1)CC=1C=2CC3=C(NC(C=4N3C=C(N4)C(=O)O)=O)C2C=CC1 (9-(4-phenyl-1H-imidazol-2-ylmethyl)-4,5-dihydro-4-oxo-10H-imidazo[1,2-a]indeno[1,2-e]pyrazine-2-carboxylic acid). Yield: 61.3%. Reaction SMILES: [C:1]1([C:7]2[N:8]=[C:9]([CH2:12][C:13]3[C:14]4[CH2:15][C:16]5[N:21]6[CH:22]=[C:23]([C:25]([O:27]CC)=[O:26])[N:24]=[C:20]6[C:19](=[O:30])[NH:18][C:17]=5[C:31]=4[CH:32]=[CH:33][CH:34]=3)[NH:10][CH:11]=2)[CH:6]=[CH:5][CH:4]=[CH:3][CH:2]=1.Cl>C(O)(=O)C>[C:1]1([C:7]2[N:8]=[C:9]([CH2:12][C:13]3[C:14]4[CH2:15][C:16]5[N:21]6[CH:22]=[C:23]([C:25]([OH:27])=[O:26])[N:24]=[C:20]6[C:19](=[O:30])[NH:18][C:17]=5[C:31]=4[CH:32]=[CH:33][CH:34]=3)[NH:10][CH:11]=2)[CH:2]=[CH:3][CH:4]=[CH:5][CH:6]=1. Procedure: A mixture of 0.4 g of ethyl 9-(4-phenyl-1H-imidazol-2-ylmethyl)-4,5-dihydro-4-oxo-10H-imidazo[1,2-a]indeno[1,2-e]pyrazine-2-carboxylate and 12.5 ml of acetic acid and 2.5 ml of 6 N hydrochloric acid is heated for 24 hours at a temperature close to 100° C. The reaction medium is filtered while hot on sintered glass and the solid residue obtained is washed with three times water and then dried under reduced pressure at 60° C. 0.23 g of 9-(4-phenyl-1H-imidazol-2-ylmethyl)-4,5-dihydro-4-oxo-10H-imid... Reactants: CC(C)CCCCCCCCCCCC(CC(=O)OCC(=O)c1ccc(Br)cc1)OCc1ccccc1, [Zn]. The product is CC(C)CCCCCCCCCCCC(CC(=O)O)OCc1ccccc1. As a reaction SMILES: [CH2:1]([c:2]1[cH:3][cH:4][cH:5][cH:6][cH:7]1)[O:8][CH:9]([CH2:10][C:11](=[O:12])[O:13][CH2:14][C:15]([c:16]1[cH:17][cH:18][c:19]([Br:20])[cH:21][cH:22]1)=[O:23])[CH2:24][CH2:25][CH2:26][CH2:27][CH2:28][CH2:29][CH2:30][CH2:31][CH2:32][CH2:33][CH2:34][CH:35]([CH3:36])[CH3:37].[Zn:38]>>[CH2:1]([c:2]1[cH:3][cH:4][cH:5][cH:6][cH:7]1)[O:8][CH:9]([CH2:10][C:11](=[O:12])[OH:13])[CH2:24][CH2:25][CH2:26][CH2:27][CH2:28][CH2:29][CH2:30][CH2:31][CH2:32][CH2:33][CH2:34][CH:35]([CH3:36])[CH3:37]. Reactants: N1=CC(=CC=C1)C=O (3-pyridine carboxaldehyde), C(C)OC(CN(C)C)=O (N,N-dimethyl glycine ethyl ester), COC(CN(C)C)=O (N,N-dimethyl glycine methyl ester), ice water, CCO (EtOH), [H-].[Na+] (NaH). The solvent is CCOCC (Et2O), CCCCCC (hexane). Reaction conditions: time 10 minute. The product is C(C)OC(C(=CC=1C=NC=CC1)O)=O (2-Hydroxy-3-pyridin-3-yl-acrylic acid ethyl ester). Yield: 52.0%. As a reaction SMILES: [H-].[Na+].CC[OH:5].[N:6]1[CH:11]=[CH:10][CH:9]=[C:8]([CH:12]=O)[CH:7]=1.[CH2:14]([O:16][C:17](=[O:22])[CH2:18]N(C)C)[CH3:15].COC(=O)CN(C)C>CCCCCC.CCOCC>[CH2:14]([O:16][C:17](=[O:22])[C:18]([OH:5])=[CH:12][C:8]1[CH:7]=[N:6][CH:11]=[CH:10][CH:9]=1)[CH3:15] |f:0.1|. Reported procedure: A dry 1 L round bottomed flask was charged with anhydrous Et2O (500 mL) and cooled to 0° C. (ice-water bath). After having been rinsed with hexane, NaH (60% w/w suspension in mineral oil, 16 g, 400 mmol, 2 eq, weight before rinsing) was added followed by absolute EtOH (23.2 mL, 400 moles, 2 eq). After 10 minutes, a mixture of 3-pyridine carboxaldehyde (18.8 mL, 200 mmol, 1 eq) and N,N-dimethyl glycine ethyl ester (84.8 mL, 3 eq) (N,N-dimethyl glycine methyl ester also performs satisfactorily in ... The reactants are O=C(CBr)c1ccncc1, Br, CCc1cc2c(=O)[nH]c(=O)n(Cc3ccc(-c4ccccc4C#N)cc3)c2s1, CN(C)C=O, CCOC(C)=O, [H-], [Na+], O. Yields the product CCc1cc2c(=O)n(CC(=O)c3ccncc3)c(=O)n(Cc3ccc(-c4ccccc4C#N)cc3)c2s1. As a reaction SMILES: [Br:30][CH2:31][C:32](=[O:33])[c:34]1[cH:35][cH:36][n:37][cH:38][cH:39]1.[BrH:29].[CH2:1]([CH3:2])[c:3]1[cH:4][c:5]2[c:6]([n:7]([CH2:13][c:14]3[cH:15][cH:16][c:17](-[c:20]4[c:21]([C:26]#[N:27])[cH:22][cH:23][cH:24][cH:25]4)[cH:18][cH:19]3)[c:8](=[O:12])[nH:9][c:10]2=[O:11])[s:28]1.[CH3:40][N:41]([CH3:42])[CH:43]=[O:44].[CH3:48][CH2:49][O:50][C:51](=[O:52])[CH3:53].[H-:45].[Na+:46].[OH2:47]>>[CH2:1]([CH3:2])[c:3]1[cH:4][c:5]2[c:6]([n:7]([CH2:13][c:14]3[cH:15][cH:16][c:17](-[c:20]4[c:21]([C:26]#[N:27])[cH:22][cH:23][cH:24][cH:25]4)[cH:18][cH:19]3)[c:8](=[O:12])[n:9]([CH2:31][C:32](=[O:33])[c:34]3[cH:35][cH:36][n:37][cH:38][cH:39]3)[c:10]2=[O:11])[s:28]1.